Dataset: the Open Reaction Database (ORD), a public repository of structured organic reaction records. Task: describe an organic reaction: reactants, conditions, products, and yield The reactants are CNC1=C(C=C(C(=C1)OC)OC)[N+](=O)[O-] (N-methyl-4,5-dimethoxy-2-nitroanilin), Cl (hydrochloric acid). The reagents and catalysts are [Pd] (Pd-C). Solvent: C(C)O (ethanol). The product is NC1=C(NC)C=C(C(=C1)OC)OC (2-amino-4.5-dimethoxy-N-methylaniline). RXN SMILES: [CH3:1][NH:2][C:3]1[CH:8]=[C:7]([O:9][CH3:10])[C:6]([O:11][CH3:12])=[CH:5][C:4]=1[N+:13]([O-])=O.Cl>C(O)C.[Pd]>[NH2:13][C:4]1[CH:5]=[C:6]([O:11][CH3:12])[C:7]([O:9][CH3:10])=[CH:8][C:3]=1[NH:2][CH3:1]. Procedure: A solution of 0.5 g (2.4 mmol) N-methyl-4,5-dimethoxy-2-nitroanilin in 150 ml ethanol was added 1 ml 4N hydrochloric acid, and the mixture was hydrogenated at atm. pressure by using 5% Pd-C (0.1 g) as a catalyst. The reaction mixture was filtered and evaporated in vacuo to give 2-amino-4.5-dimethoxy-N-methylaniline. Reactants: S(=O)(Cl)Cl (Thionyl chloride), O1CCC(CC1)C(=O)O (tetrahydro-pyran-4-carboxylic acid), Br (HBr), C[Si](C)(C)C=[N+]=[N-] (Trimethylsilyl diazomethane). Run in C(C)(=O)O (acetic acid). Conditions: time 2 hour. Yields the product BrCC(=O)C1CCOCC1 (2-bromo-1-(tetrahydro-pyran-4-yl)-ethanone). The yield is 35.0%. Reaction SMILES: S(Cl)(Cl)=O.[O:5]1[CH2:10][CH2:9][CH:8]([C:11]([OH:13])=O)[CH2:7][CH2:6]1.[CH3:14][Si](C=[N+]=[N-])(C)C.[BrH:21]>C(O)(=O)C>[Br:21][CH2:14][C:11]([CH:8]1[CH2:7][CH2:6][O:5][CH2:10][CH2:9]1)=[O:13]. Reported procedure: Thionyl chloride (2 mL, 27 mmol) was added to tetrahydro-pyran-4-carboxylic acid (1.1 g, 8.4 mmol) at 10° C. The mixture was warmed to ambient temperature and stirred for 2 h. Excess thionyl chloride was evaporated and the residue co-distilled with toluene to remove the traces of thionyl chloride. The resulting crude acid chloride was dissolved in dry acetonitrile (3 mL) and cooled to 0° C. Trimethylsilyl diazomethane (12.6 mL, 25.3 mmol) was added and the reaction mixture was stirred at ambient... Reactants: FC1=C(C=C(C=C1)I)CO ((2-Fluoro-5-iodo-phenyl)-methanol), CCN(CC)S(F)(F)F (DAST). The solvent is C(Cl)Cl (methylene chloride). The product is FC1=C(C=C(C=C1)I)CF (1-Fluoro-2-fluoromethyl-4-iodo-benzene). Reaction SMILES: [F:1][C:2]1[CH:7]=[CH:6][C:5]([I:8])=[CH:4][C:3]=1[CH2:9]O.CCN(S(F)(F)[F:17])CC>C(Cl)Cl>[F:1][C:2]1[CH:7]=[CH:6][C:5]([I:8])=[CH:4][C:3]=1[CH2:9][F:17]. Procedure: To a stirred solution of (2-Fluoro-5-iodo-phenyl)-methanol (1.0 g, 3.97 mmol) in dry methylene chloride (10 mL) at −78° C. and under a nitrogen atmosphere was added DAST (0.63 mL, 4.76 mmol). The cooling bath was removed and the mixture was warmed to room temperature for 1 h, and then quenched with sat sodium bicarbonate (4 mL). The mixture was partitioned between methylene chloride and H2O, and the aqueous layer was extracted with methylene chloride (2×10 mL). The organic layer was washed with ... The reactants are Cc1ccccc1, CCN(C(C)C)C(C)C, CCc1cnc(Cl)nc1, Oc1ccc(CCNCc2ccc(C(F)(F)F)cc2)cc1. Reaction SMILES: [CH3:40][c:41]1[cH:42][cH:43][cH:44][cH:45][cH:46]1.[CH:31]([N:32]([CH2:33][CH3:34])[CH:35]([CH3:36])[CH3:37])([CH3:38])[CH3:39].[Cl:22][c:23]1[n:24][cH:25][c:26]([CH2:29][CH3:30])[cH:27][n:28]1.[F:1][C:2]([c:3]1[cH:4][cH:5][c:6]([CH2:7][NH:8][CH2:9][CH2:10][c:11]2[cH:12][cH:13][c:14]([OH:17])[cH:15][cH:16]2)[cH:18][cH:19]1)([F:20])[F:21]>>[F:1][C:2]([c:3]1[cH:4][cH:5][c:6]([CH2:7][N:8]([CH2:9][CH2:10][c:11]2[cH:12][cH:13][c:14]([OH:17])[cH:15][cH:16]2)[c:23]2[n:24][cH:25][c:26]([CH2:29][CH3:30])[cH:27][n:28]2)[cH:18][cH:19]1)([F:20])[F:21]. The product is CCc1cnc(N(CCc2ccc(O)cc2)Cc2ccc(C(F)(F)F)cc2)nc1. Reactants: CCOC(=O)C(Cc1cccc(O)c1)NC(=O)C(F)(F)F, OB(O)c1ccc2c(N(CCOCc3ccccc3)CCOCc3ccccc3)cccc2c1. Product: CCOC(=O)C(Cc1cccc(-c2ccc3c(N(CCOCc4ccccc4)CCOCc4ccccc4)cccc3c2)c1)NC(=O)C(F)(F)F. RXN SMILES: [CH2:1]([CH3:2])[O:3][C:4]([CH:5]([NH:6][C:7]([C:8]([F:9])([F:10])[F:11])=[O:12])[CH2:13][c:14]1[cH:15][c:16]([OH:20])[cH:17][cH:18][cH:19]1)=[O:21].[CH2:22]([c:23]1[cH:24][cH:25][cH:26][cH:27][cH:28]1)[O:29][CH2:30][CH2:31][N:32]([c:33]1[c:34]2[cH:35][cH:36][c:37]([B:43]([OH:44])[OH:45])[cH:38][c:39]2[cH:40][cH:41][cH:42]1)[CH2:46][CH2:47][O:48][CH2:49][c:50]1[cH:51][cH:52][cH:53][cH:54][cH:55]1>>[CH2:1]([CH3:2])[O:3][C:4]([CH:5]([NH:6][C:7]([C:8]([F:9])([F:10])[F:11])=[O:12])[CH2:13][c:14]1[cH:15][c:16](-[c:37]2[cH:36][cH:35][c:34]3[c:33]([N:32]([CH2:31][CH2:30][O:29][CH2:22][c:23]4[cH:24][cH:25][cH:26][cH:27][cH:28]4)[CH2:46][CH2:47][O:48][CH2:49][c:50]4[cH:51][cH:52][cH:53][cH:54][cH:55]4)[cH:42][cH:41][cH:40][c:39]3[cH:38]2)[cH:17][cH:18][cH:19]1)=[O:21]. Starting materials: eluent, C(#N)/C(/C(=S)N)=C(\C)/OCC (2-cyano-3-ethoxythiocrotonamide), C(C)O (ethanol), C(C)(=O)OCC (ethyl acetate), N (ammonia). Run in C1(=CC=CC=C1)C (toluene). Conditions: time 15 minute. The product is N\C(=C(/C(=S)N)\C#N)\C (3-amino-2-cyanothiocrotonamide). As a reaction SMILES: [C:1](/[C:3](=[C:7](/OCC)\[CH3:8])/[C:4]([NH2:6])=[S:5])#[N:2].C(O)C.[NH3:15].C(OCC)(=O)C>C1(C)C=CC=CC=1>[NH2:15]/[C:7](/[CH3:8])=[C:3](/[C:1]#[N:2])\[C:4]([NH2:6])=[S:5]. Reported procedure: A 3 liter multi-neck flask was equipped with air stirrer, gas inlet, thermometer and condenser. To the flask was charged 2-cyano-3-ethoxythiocrotonamide (68 g, 0.4 mole) and 74 OP ethanol (2 liters). The mixture was then stirred at room temperature. Very little of the solid appeared to dissolve. Ammonia was then bubbled through the reaction mixture. After approximately 15 minutes it became apparent that the starting material was reacting, evidenced by the increased solubility, and after 30 minut... Reactants: O=C1CCCN1CC#CCN1CCCC1, c1ccncc1. The product is O=C1CCCN1CC=CCN1CCCC1. RXN SMILES: [N:1]1([CH2:6][C:7]#[C:8][CH2:9][N:10]2[C:11](=[O:15])[CH2:12][CH2:13][CH2:14]2)[CH2:2][CH2:3][CH2:4][CH2:5]1.[cH:16]1[cH:17][cH:18][n:19][cH:20][cH:21]1>>[N:1]1([CH2:6][CH:7]=[CH:8][CH2:9][N:10]2[C:11](=[O:15])[CH2:12][CH2:13][CH2:14]2)[CH2:2][CH2:3][CH2:4][CH2:5]1. The reactants are CC(C)CCC[C@@H](C)[C@H]1CC[C@H]2[C@@H]3CCC4CC(CC[C@]4(C)[C@H]3CC[C@]12C)OCCC#N (3-(Cholestan-3-yloxy)propanenitrile), C(Cl)(Cl)Cl (chloroform), CCO (EtOH), Cl (HCl). Reagents/catalysts: O.[Pt]=O (Platinum oxide hydrate). Run in C1(=CC=CC=C1)C (toluene). Run at time 48 hour. Yields the product NCCCOC1CC2CC[C@H]3[C@@H]4CC[C@H]([C@@H](CCCC(C)C)C)[C@]4(CC[C@@H]3[C@]2(CC1)C)C (1-Amino-3-(cholestan-3-yloxy)-propane). RXN SMILES: [CH3:1][CH:2]([CH2:4][CH2:5][CH2:6][C@H:7]([C@@H:9]1[C@:26]2([CH3:27])[C@H:12]([C@H:13]3[C@H:23]([CH2:24][CH2:25]2)[C@:21]2([CH3:22])[CH:16]([CH2:17][CH:18]([O:28][CH2:29][CH2:30][C:31]#[N:32])[CH2:19][CH2:20]2)[CH2:15][CH2:14]3)[CH2:11][CH2:10]1)[CH3:8])[CH3:3].C(Cl)(Cl)Cl.CCO.Cl>C1(C)C=CC=CC=1.O.[Pt]=O>[NH2:32][CH2:31][CH2:30][CH2:29][O:28][CH:18]1[CH2:19][CH2:20][C@@:21]2([CH3:22])[CH:16]([CH2:15][CH2:14][C@@H:13]3[C@@H:23]2[CH2:24][CH2:25][C@@:26]2([CH3:27])[C@H:12]3[CH2:11][CH2:10][C@@H:9]2[C@H:7]([CH3:8])[CH2:6][CH2:5][CH2:4][CH:2]([CH3:1])[CH3:3])[CH2:17]1 |f:5.6|. Procedure details: 3-(Cholestan-3-yloxy)propanenitrile 135 (442 mg, 1 mmol) was taken up in a mixture of toluene (1 mL), chloroform (1.5 mL), EtOH (1 mL) and conc. HCl (200 μL). Platinum oxide hydrate (46 mg) was added. The mixture was stirred under hydrogen (80 psi) at room temperature for 48 hours. The solvent was evaporated and the residue taken up with DCM (40 mL) and NaHCO3 (sat.) (40 mL). The organic phase was separated and washed with NaHCO3 (sat.) (30 mL), followed by brine (20 mL), before being dried (Na2... Reactants: COCCNC(=O)N1CCN(CC1)CCN(C(C1=CC(C(=O)NC2=C(C=C(C=C2)N2CCCCC2)C2=NC=CC(=C2)C(NCC2=CC(=CC=C2)C(F)(F)F)=O)=CC=C1)=O)C (N1-(2-(4-((2-methoxyethyl)carbamoyl)piperazin-1-yl)ethyl)-N3-(2-(4-((3-(trifluoromethyl)benzyl)carbamoyl)pyridin-2-yl)-4-(piperidin-1-yl)phenyl)-N1-methylisophthalamide), COC(C)NC (methoxy-N-methylethanamine). Product: COCCN(C(=O)N1CCN(CC1)CCN(C(C1=CC(C(=O)NC2=C(C=C(C=C2)N2CCCCC2)C2=NC=CC(=C2)C(NCC2=CC(=CC=C2)C(F)(F)F)=O)=CC=C1)=O)C)C (N1-(2-(4-((2-methoxyethyl)(methyl)carbamoyl)piperazin-1-yl)ethyl)-N1-methyl-N3-(4-(piperidin-1-yl)-2-(4-(3-(trifluoromethyl)benzylcarbamoyl)pyridin-2-yl)phenyl)isophthalamide). As a reaction SMILES: [CH3:1][O:2][CH2:3][CH2:4][NH:5][C:6]([N:8]1[CH2:13][CH2:12][N:11]([CH2:14][CH2:15][N:16]([CH3:60])[C:17](=[O:59])[C:18]2[CH:58]=[CH:57][CH:56]=[C:20]([C:21]([NH:23][C:24]3[CH:29]=[CH:28][C:27]([N:30]4[CH2:35][CH2:34][CH2:33][CH2:32][CH2:31]4)=[CH:26][C:25]=3[C:36]3[CH:41]=[C:40]([C:42](=[O:55])[NH:43][CH2:44][C:45]4[CH:50]=[CH:49][CH:48]=[C:47]([C:51]([F:54])([F:53])[F:52])[CH:46]=4)[CH:39]=[CH:38][N:37]=3)=[O:22])[CH:19]=2)[CH2:10][CH2:9]1)=[O:7].[CH3:61]OC(NC)C>>[CH3:1][O:2][CH2:3][CH2:4][N:5]([CH3:61])[C:6]([N:8]1[CH2:13][CH2:12][N:11]([CH2:14][CH2:15][N:16]([CH3:60])[C:17](=[O:59])[C:18]2[CH:58]=[CH:57][CH:56]=[C:20]([C:21]([NH:23][C:24]3[CH:29]=[CH:28][C:27]([N:30]4[CH2:31][CH2:32][CH2:33][CH2:34][CH2:35]4)=[CH:26][C:25]=3[C:36]3[CH:41]=[C:40]([C:42](=[O:55])[NH:43][CH2:44][C:45]4[CH:50]=[CH:49][CH:48]=[C:47]([C:51]([F:52])([F:53])[F:54])[CH:46]=4)[CH:39]=[CH:38][N:37]=3)=[O:22])[CH:19]=2)[CH2:10][CH2:9]1)=[O:7]. Procedure details: This compound was prepared according to the procedure described for the synthesis of N1-(2-(4-((2-methoxyethyl)carbamoyl)piperazin-1-yl)ethyl)-N3-(2-(4-((3-(trifluoromethyl)benzyl)carbamoyl)pyridin-2-yl)-4-(piperidin-1-yl)phenyl)-N1-methylisophthalamide Example 207 substituting methoxy-N-methylethanamine in place of 2-methoxyethanamine LC-MS (ES, m/z): 843 [M+H]+ H-NMR (300 MHz, CD3OD, ppm): 8.99 (d, J=5.1 Hz, 1H), 8.77 (d, J=9.0 Hz, 1H), 8.46 (s, 1H), 8.19 (m, 3H), 7.90 (m, 1H), 7.81 (d, J=7.8 ... Reactants: CN(C)C=O, BrC1CCCC1, [H-], [Na+], COc1cc(C=O)ccc1O. Product: COc1cc(C=O)ccc1OC1CCCC1. RXN SMILES: [CH3:20][N:21]([CH3:22])[CH:23]=[O:24].[CH:14]1([Br:19])[CH2:15][CH2:16][CH2:17][CH2:18]1.[H-:12].[Na+:13].[O:1]=[CH:2][c:3]1[cH:4][c:5]([O:6][CH3:7])[c:8]([OH:9])[cH:10][cH:11]1>>[O:1]=[CH:2][c:3]1[cH:4][c:5]([O:6][CH3:7])[c:8]([O:9][CH:14]2[CH2:15][CH2:16][CH2:17][CH2:18]2)[cH:10][cH:11]1.